Dataset: the Open Reaction Database (ORD), a public repository of structured organic reaction records. Task: describe an organic reaction: reactants, conditions, products, and yield The reactants are CCCCCC (hexane), ClC1=NC=CN=C1Cl (2,3-dichloro-pyrazine), C(C)(C)N1CCNCC1 (1-isopropylpiperazine), C([O-])([O-])=O.[K+].[K+] (potassium carbonate). Run in C(C)#N (acetonitrile). The product is ClC1=NC=CN=C1N1CCN(CC1)C(C)C (2-Chloro-3-(4-isopropylpiperazin-1-yl)pyrazine). Isolated yield 79.4%. RXN SMILES: Cl[C:2]1[C:7]([Cl:8])=[N:6][CH:5]=[CH:4][N:3]=1.[CH:9]([N:12]1[CH2:17][CH2:16][NH:15][CH2:14][CH2:13]1)([CH3:11])[CH3:10].C(=O)([O-])[O-].[K+].[K+].CCCCCC>C(#N)C>[Cl:8][C:7]1[C:2]([N:15]2[CH2:16][CH2:17][N:12]([CH:9]([CH3:11])[CH3:10])[CH2:13][CH2:14]2)=[N:3][CH:4]=[CH:5][N:6]=1 |f:2.3.4|. Procedure: A mixture 2,3-dichloro-pyrazine (5.0 g, 34 mmol), 1-isopropylpiperazine (6.5 g, 51 mmol) and potassium carbonate (7.0 g, 51 mmol) in acetonitrile (100 mL) was stirred at ambient temperature for 2 h. Addition of hexane, followed by filtration and concentration of the filtrate gave 9.5 g of crude material as an orange liquid. Purification by filtration through silica using heptane/EtOAc (3:1), followed by EtOAc/acetone (1:1), provided 6.5 g (79%) of the title compound as a yellow oil which solidif... The reactants are C1(CC1)CN1C(=NC2=C1C=CC(=C2)C(=O)N2CCCC2)CC2=CC=C(C=C2)OCC (1-(Cyclopropylmethyl)-2-(4-ethoxybenzyl)-5-(1-pyrrolidinylcarbonyl)-1H-benzimidazole), P12(=S)SP3(=S)SP(=S)(S1)SP(=S)(S2)S3 (P2S5). The solvent is N1=CC=CC=C1 (pyridine). Reaction conditions: temperature 100 celsius. The product is C1(CC1)CN1C(=NC2=C1C=CC(=C2)C(=S)N2CCCC2)CC2=CC=C(C=C2)OCC (1-(Cyclopropylmethyl)-2-(4-ethoxybenzyl)-5-(1-pyrrolidinylcarbothioyl)-1H-benzimidazole). Reaction SMILES: [CH:1]1([CH2:4][N:5]2[C:9]3[CH:10]=[CH:11][C:12]([C:14]([N:16]4[CH2:20][CH2:19][CH2:18][CH2:17]4)=O)=[CH:13][C:8]=3[N:7]=[C:6]2[CH2:21][C:22]2[CH:27]=[CH:26][C:25]([O:28][CH2:29][CH3:30])=[CH:24][CH:23]=2)[CH2:3][CH2:2]1.P12(SP3(SP(SP(S3)(S1)=S)(=S)S2)=S)=[S:32]>N1C=CC=CC=1>[CH:1]1([CH2:4][N:5]2[C:9]3[CH:10]=[CH:11][C:12]([C:14]([N:16]4[CH2:20][CH2:19][CH2:18][CH2:17]4)=[S:32])=[CH:13][C:8]=3[N:7]=[C:6]2[CH2:21][C:22]2[CH:27]=[CH:26][C:25]([O:28][CH2:29][CH3:30])=[CH:24][CH:23]=2)[CH2:3][CH2:2]1. Procedure: To a solution of free base 1-(cyclopropylmethyl)-2-(4-ethoxybenzyl)-5-(1-pyrrolidinylcarbonyl)-1H-benzimidazole (Example 21, from 80 mg 1-(cyclopropylmethyl)-2-(4-ethoxybenzyl)-1H-benzimidazole-5-carboxylic acid) in pyridine (2 mL) was added P2S5 (507 mg, 1.14 mmol). The mixture was heated at 100° C. for 24 h and cooled to room temperature. After being decanted, the supernatant was concentrated and the residue was diluted with EtOAc (20 mL), washed with 1 N NaOH (2×10 mL) and then H2O (2×10 mL).... Reactants: CCN1c2ncc(Br)cc2C(=O)N(C)c2ccc(F)nc21, C=Cc1ccncc1. The product is CCN1c2ncc(CCc3ccncc3)cc2C(=O)N(C)c2ccc(F)nc21. As a reaction SMILES: [Br:1][c:2]1[cH:3][c:4]2[c:5]([n:20][cH:21]1)[N:6]([CH2:18][CH3:19])[c:7]1[c:8]([cH:13][cH:14][c:15]([F:17])[n:16]1)[N:9]([CH3:12])[C:10]2=[O:11].[CH:22](=[CH2:23])[c:24]1[cH:25][cH:26][n:27][cH:28][cH:29]1>>[c:2]1([CH2:23][CH2:22][c:24]2[cH:25][cH:26][n:27][cH:28][cH:29]2)[cH:3][c:4]2[c:5]([n:20][cH:21]1)[N:6]([CH2:18][CH3:19])[c:7]1[c:8]([cH:13][cH:14][c:15]([F:17])[n:16]1)[N:9]([CH3:12])[C:10]2=[O:11]. Run in CO (methanol). Reported procedure: A mixture of Example 388A (66 mg, 0.15 mmol) in methanol was treated with 10% Pd/C (50 mg) and stirred under a hydrogen atmosphere overnight at room temperature. Filtration and evaporation of the solvent gave the desired product. Conditions: time 8 hour. Yields the product C(C)OC1=C(C(=O)OC)C(=CC=C1CC)NS(=O)(=O)C1=CC=C(C=C1)F (methyl 2-ethoxy-3-ethyl-6-{[(4-fluorophenyl)sulfonyl]amino}benzoate). Starting materials: C(C)OC1=C(C(=O)OC)C(=CC=C1C=C)NS(=O)(=O)C1=CC=C(C=C1)F (methyl 2-ethoxy-6-{[(4-fluorophenyl)sulfonyl]amino}-3-vinylbenzoate). RXN SMILES: [CH2:1]([O:3][C:4]1[C:13]([CH:14]=[CH2:15])=[CH:12][CH:11]=[C:10]([NH:16][S:17]([C:20]2[CH:25]=[CH:24][C:23]([F:26])=[CH:22][CH:21]=2)(=[O:19])=[O:18])[C:5]=1[C:6]([O:8][CH3:9])=[O:7])[CH3:2]>CO.[Pd]>[CH2:1]([O:3][C:4]1[C:13]([CH2:14][CH3:15])=[CH:12][CH:11]=[C:10]([NH:16][S:17]([C:20]2[CH:25]=[CH:24][C:23]([F:26])=[CH:22][CH:21]=2)(=[O:18])=[O:19])[C:5]=1[C:6]([O:8][CH3:9])=[O:7])[CH3:2]. Reagents/catalysts: [Pd] (Pd/C). Reactants: CCO, Cl, COC(=O)c1ccc2c(c1)-c1sc(C(=O)N(C)c3ccc(F)cc3F)cc1CO2, [Na+], C1CCOC1, [OH-], O. Product: CN(C(=O)c1cc2c(s1)-c1cc(C(=O)O)ccc1OC2)c1ccc(F)cc1F. As a reaction SMILES: [CH3:33][CH2:34][OH:35].[ClH:32].[F:1][c:2]1[c:3]([N:9]([C:10](=[O:11])[c:12]2[cH:13][c:14]3[c:23]([s:24]2)-[c:22]2[c:17]([cH:18][cH:19][c:20]([C:25](=[O:26])[O:27][CH3:28])[cH:21]2)[O:16][CH2:15]3)[CH3:29])[cH:4][cH:5][c:6]([F:8])[cH:7]1.[Na+:31].[O:36]1[CH2:37][CH2:38][CH2:39][CH2:40]1.[OH-:30].[OH2:41]>>[F:1][c:2]1[c:3]([N:9]([C:10](=[O:11])[c:12]2[cH:13][c:14]3[c:23]([s:24]2)-[c:22]2[c:17]([cH:18][cH:19][c:20]([C:25](=[O:26])[OH:27])[cH:21]2)[O:16][CH2:15]3)[CH3:29])[cH:4][cH:5][c:6]([F:8])[cH:7]1.